The task is: describe an organic reaction: reactants, conditions, products, and yield. This data is from the Open Reaction Database (ORD), a public repository of structured organic reaction records. The reactants are O=C([O-])[O-], CS(C)=O, Cl, COC(=O)CS(=O)(=O)CCC(F)(F)F, [K+], [K+], Cc1ccc(S(=O)(=O)OCCC(C(C)(C)C)C(F)(F)F)cc1. The product is COC(=O)C(CCC(C(C)(C)C)C(F)(F)F)S(=O)(=O)CCC(F)(F)F. As a reaction SMILES: [C:37](=[O:38])([O-:39])[O-:40].[CH3:44][S:45](=[O:46])[CH3:47].[ClH:43].[F:23][C:24]([CH2:25][CH2:26][S:27](=[O:28])(=[O:29])[CH2:30][C:31](=[O:32])[O:33][CH3:34])([F:35])[F:36].[K+:41].[K+:42].[c:1]1([CH3:2])[cH:3][cH:4][c:5]([S:6]([O:7][CH2:11][CH2:12][CH:13]([C:14]([CH3:15])([CH3:16])[CH3:17])[C:18]([F:19])([F:20])[F:21])(=[O:8])=[O:9])[cH:10][cH:22]1>>[CH2:11]([CH2:12][CH:13]([C:14]([CH3:15])([CH3:16])[CH3:17])[C:18]([F:19])([F:20])[F:21])[CH:30]([S:27]([CH2:26][CH2:25][C:24]([F:23])([F:35])[F:36])(=[O:28])=[O:29])[C:31](=[O:32])[O:33][CH3:34].